Dataset: the Open Reaction Database (ORD), a public repository of structured organic reaction records. Task: describe an organic reaction: reactants, conditions, products, and yield Starting materials: OC=1C=C2CCCC(C2=CC1)=O (6-hydroxy-3,4-dihydronaphthalen-1(2H)-one), C([O-])([O-])=O.[K+].[K+] (potassium carbonate). Run in CC(=O)C (acetone), C(C1=CC=CC=C1)Br (benzyl bromide). Reaction conditions: temperature 40 celsius, time 3.5 hour. Yields the product C(C1=CC=CC=C1)OC=1C=C2CCCC(C2=CC1)=O (6-(benzyloxy)-3,4-dihydronaphthalene-1(2H)-one). The yield is 182.5%. Reaction SMILES: [OH:1][C:2]1[CH:3]=[C:4]2[C:9](=[CH:10][CH:11]=1)[C:8](=[O:12])[CH2:7][CH2:6][CH2:5]2.C(=O)([O-])[O-].[K+].[K+]>CC(C)=O.C(Br)C1C=CC=CC=1>[CH2:5]([O:1][C:2]1[CH:3]=[C:4]2[C:9](=[CH:10][CH:11]=1)[C:8](=[O:12])[CH2:7][CH2:6][CH2:5]2)[C:4]1[CH:9]=[CH:10][CH:11]=[CH:2][CH:3]=1 |f:1.2.3|. Procedure: To a solution of 6-hydroxy-3,4-dihydronaphthalen-1(2H)-one (24.3 g) in acetone (160 mL), benzyl bromide (29.4 mL) and potassium carbonate (31.1 g) were added at room temperature, followed by stirring at 40° C. for 3.5 hours. After filtering off the insoluble matters and concentrating the filtrate, the resultant was washed with a mixed solvent of tert-butyl methyl ether-hexane (1:4), to thereby obtain the title compound (34.5 g) having the following physical properties. TLC: Rf 0.38 (hexane:ethyl... Starting materials: ClCCNC(=O)C=1OC=CC1 (N-(2-chloroethyl)-2-furancarboxamide), C1(=CC=CC=C1)N1CNC(C12CCNCC2)=O (1-phenyl-1,3,8-triazaspiro[4,5]decan-4-one), [I-].[K+] (potassium iodide). Run in CN(C=O)C (N,N-dimethylformamide). The product is O=C1NCN(C12CCN(CC2)CCNC(=O)C=2OC=CC2)C2=CC=CC=C2 (N-[2-(4-oxo-1-phenyl-1,3,8-triazaspiro [4,5]dec-8-yl)ethyl]-2-furancarboxamide). RXN SMILES: Cl[CH2:2][CH2:3][NH:4][C:5]([C:7]1[O:8][CH:9]=[CH:10][CH:11]=1)=[O:6].[C:12]1([N:18]2[C:22]3([CH2:27][CH2:26][NH:25][CH2:24][CH2:23]3)[C:21](=[O:28])[NH:20][CH2:19]2)[CH:17]=[CH:16][CH:15]=[CH:14][CH:13]=1.[I-].[K+]>CN(C)C=O>[O:28]=[C:21]1[C:22]2([CH2:23][CH2:24][N:25]([CH2:2][CH2:3][NH:4][C:5]([C:7]3[O:8][CH:9]=[CH:10][CH:11]=3)=[O:6])[CH2:26][CH2:27]2)[N:18]([C:12]2[CH:17]=[CH:16][CH:15]=[CH:14][CH:13]=2)[CH2:19][NH:20]1 |f:2.3|. Procedure details: A member of 6.9 parts of N-(2-chloroethyl)-2-furancarboxamide, 9.2 parts of 1-phenyl-1,3,8-triazaspiro[4,5]decan-4-one, 6.6 parts of potassium iodide and 135 parts of N,N-dimethylformamide is stirred first for 3 hours at reflux and further overnight at room temperature. The reaction mixture is evaporated and the residue is taken up in water. The whole is alkalized and the product is extracted with 4-methyl-2-pentanone. The extract is dried, filtered and evaporated. The residue is purified by col... Starting materials: CN(C(=O)Cl)C1=CC=CC=C1 (N-methyl-N-phenylcarbamoyl chloride), NCCCCN1C(=NC=2C(=NC=C(C21)C)N)COCC (1-(4-aminobutyl)-2-(ethoxymethyl)-7-methyl-1H-imidazo[4,5-c]pyridin-4-amine). The product is NC1=NC=C(C2=C1N=C(N2CCCCNC(N(C2=CC=CC=C2)C)=O)COCC)C (N′-{4-[4-amino-2-(ethoxymethyl)-7-methyl-1H-imidazo[4,5-c]pyridin-1-yl]butyl}-N-methyl-N-phenylurea). RXN SMILES: [CH3:1][N:2]([C:6]1[CH:11]=[CH:10][CH:9]=[CH:8][CH:7]=1)[C:3](Cl)=[O:4].[NH2:12][CH2:13][CH2:14][CH2:15][CH2:16][N:17]1[C:25]2[C:24]([CH3:26])=[CH:23][N:22]=[C:21]([NH2:27])[C:20]=2[N:19]=[C:18]1[CH2:28][O:29][CH2:30][CH3:31]>>[NH2:27][C:21]1[C:20]2[N:19]=[C:18]([CH2:28][O:29][CH2:30][CH3:31])[N:17]([CH2:16][CH2:15][CH2:14][CH2:13][NH:12][C:3](=[O:4])[N:2]([CH3:1])[C:6]3[CH:11]=[CH:10][CH:9]=[CH:8][CH:7]=3)[C:25]=2[C:24]([CH3:26])=[CH:23][N:22]=1. Reported procedure: Using the method of Examples 147-164, N-methyl-N-phenylcarbamoyl chloride was reacted with 1-(4-aminobutyl)-2-(ethoxymethyl)-7-methyl-1H-imidazo[4,5-c]pyridin-4-amine to provide the desired compound. The observed accurate mass was 411.2532. The reactants are CS(C)=O, CC[O-], CC(=O)C1CC1, COC(=O)C1CC1, [Na+]. The product is O=C(CC(=O)C1CC1)C1CC1. Reaction SMILES: [CH3:18][S:19]([CH3:20])=[O:21].[CH3:2][CH2:3][O-:4].[CH3:5][C:6](=[O:7])[CH:8]1[CH2:9][CH2:10]1.[CH:11]1([C:14](=[O:15])[O:16][CH3:17])[CH2:12][CH2:13]1.[Na+:1]>>[CH2:5]([C:6](=[O:7])[CH:8]1[CH2:9][CH2:10]1)[C:14]([CH:11]1[CH2:12][CH2:13]1)=[O:15].